Dataset: the Open Reaction Database (ORD), a public repository of structured organic reaction records. Task: describe an organic reaction: reactants, conditions, products, and yield Starting materials: C(C1=CC=CC=C1)OC(C[C@H](CC1=CC=CC=C1)NC(=O)OCC1=CC=CC=C1)=O (3(S)-{{(benzyloxy)carbonyl}amino}-4-phenylbutyric acid benzyl ester), Pd (OH)2. Run in CO (MeOH). Product: N[C@H](CC(=O)O)CC1=CC=CC=C1 (3(S)-amino-4-phenylbutyric acid). The yield is 92.9%. As a reaction SMILES: C([O:8][C:9](=[O:30])[CH2:10][C@@H:11]([NH:19]C(OCC1C=CC=CC=1)=O)[CH2:12][C:13]1[CH:18]=[CH:17][CH:16]=[CH:15][CH:14]=1)C1C=CC=CC=1>CO>[NH2:19][C@@H:11]([CH2:12][C:13]1[CH:18]=[CH:17][CH:16]=[CH:15][CH:14]=1)[CH2:10][C:9]([OH:30])=[O:8]. Reported procedure: The 3(S)-{{(benzyloxy)carbonyl}amino}-4-phenylbutyric acid benzyl ester (from step A) (10.97 g, 27.2 mmol) in MeOH (1 L) was stirred at room temperature for 7 h under an hydrogen atmosphere (1 atmosphere) in the presence of 20% Pd (OH)2/C (50 mg). The catalyst was removed by filtration through diatomaceous earth. The filtrate was concentrated under reduced pressure to yield 4.53 g (93% yield) of 3(S)-amino-4-phenylbutyric acid as a white solid. A suspension of NaHCO3 (12.74 g, 152 mmol) in MeCN ... Starting materials: ClC1=NNC(C2=CC=CC=C12)=O (4-chlorophthalazin-1(2H)-one), BrC1=CC=C(C=C1)S (4-bromobenzenethiol). The product is BrC1=CC=C(C=C1)SC1=NNC(C2=CC=CC=C12)=O (4-(4-bromophenylthio)phthalazin-1(2H)-one). RXN SMILES: Cl[C:2]1[C:11]2[C:6](=[CH:7][CH:8]=[CH:9][CH:10]=2)[C:5](=[O:12])[NH:4][N:3]=1.[Br:13][C:14]1[CH:19]=[CH:18][C:17]([SH:20])=[CH:16][CH:15]=1>>[Br:13][C:14]1[CH:19]=[CH:18][C:17]([S:20][C:2]2[C:11]3[C:6](=[CH:7][CH:8]=[CH:9][CH:10]=3)[C:5](=[O:12])[NH:4][N:3]=2)=[CH:16][CH:15]=1. Reported procedure: 4-chlorophthalazin-1(2H)-one and 4-bromobenzenethiol were processed using a method similar to that described in Example 57A to afford the title compound. MS (APCI) M/Z 374 (M+CH3CN)+.